This data is from the Open Reaction Database (ORD), a public repository of structured organic reaction records. The task is: describe an organic reaction: reactants, conditions, products, and yield The reactants are CC(=O)c1nn(C)c(-c2cc(C)cc(C)c2)c1O, CN(C)C=O, Cl, NNC(=S)Nc1ccc(C(=O)O)cc1, O. As a reaction SMILES: [CH3:1][c:2]1[cH:3][c:4](-[c:9]2[c:10]([OH:18])[c:11]([C:15]([CH3:16])=[O:17])[n:12][n:13]2[CH3:14])[cH:5][c:6]([CH3:8])[cH:7]1.[CH3:33][N:34]([CH3:35])[CH:36]=[O:37].[ClH:38].[NH:19]([NH2:20])[C:21](=[S:22])[NH:23][c:24]1[cH:25][cH:26][c:27]([C:28](=[O:29])[OH:30])[cH:31][cH:32]1.[OH2:39]>>[CH3:1][c:2]1[cH:3][c:4](-[c:9]2[c:10]([OH:18])[c:11]([C:15]([CH3:16])=[N:20][NH:19][C:21](=[S:22])[NH:23][c:24]3[cH:25][cH:26][c:27]([C:28](=[O:29])[OH:30])[cH:31][cH:32]3)[n:12][n:13]2[CH3:14])[cH:5][c:6]([CH3:8])[cH:7]1. Product: CC(=NNC(=S)Nc1ccc(C(=O)O)cc1)c1nn(C)c(-c2cc(C)cc(C)c2)c1O. Starting materials: C(C1=CC=CC=C1)(=O)NCCC(C1=CC=CC=C1)(C1=CC=CC=C1)O (N-benzoyl-3-hydroxy-3,3-diphenylpropylamine), [H-].[Al+3].[Li+].[H-].[H-].[H-] (lithium aluminum hydride), C(C)OCC (diethyl ether), [OH-].[Na+] (sodium hydroxide). Product: C(C1=CC=CC=C1)NCCC(C1=CC=CC=C1)(C1=CC=CC=C1)O (N-benzyl-3-hydroxy-3,3-diphenylpropylamine). Reaction SMILES: [C:1]([NH:9][CH2:10][CH2:11][C:12]([OH:25])([C:19]1[CH:24]=[CH:23][CH:22]=[CH:21][CH:20]=1)[C:13]1[CH:18]=[CH:17][CH:16]=[CH:15][CH:14]=1)(=O)[C:2]1[CH:7]=[CH:6][CH:5]=[CH:4][CH:3]=1.[H-].[Al+3].[Li+].[H-].[H-].[H-].C(OCC)C.[OH-].[Na+]>O>[CH2:1]([NH:9][CH2:10][CH2:11][C:12]([OH:25])([C:19]1[CH:24]=[CH:23][CH:22]=[CH:21][CH:20]=1)[C:13]1[CH:14]=[CH:15][CH:16]=[CH:17][CH:18]=1)[C:2]1[CH:3]=[CH:4][CH:5]=[CH:6][CH:7]=1 |f:1.2.3.4.5.6,8.9|. Run in O (water), O (water). Procedure details: 72.3 g of N-benzoyl-3-hydroxy-3,3-diphenylpropylamine are added portionwise to the suspension of 16.3 g of lithium aluminum hydride in 1.6 lt of diethyl ether while stirring and cooling with an ice-bath. The mixture is stirred for 2 hours while warming to room temperature and 3 hours while refluxing. It is cooled again and 16.3 g of water, 16.3 ml of 15% aqueous sodium hydroxide and 49 ml water are added in this order, filtered and the residue washed 3 times with 300 ml of warm chloroform. The c...